Dataset: the Open Reaction Database (ORD), a public repository of structured organic reaction records. Task: describe an organic reaction: reactants, conditions, products, and yield The reactants are OC1CC=2C(=NC(=C(N2)C2=CC=C(C=C2)C)C2=CC=C(C=C2)C)N(C1)C(=O)OC(C)(C)C (tert-Butyl 7-hydroxy-2,3-di-p-tolyl-7,8-dihydropyrido[2,3-b]pyrazine-5(6H)-carboxylate), C(C)(=O)OC(C)=O (acetic anhydride). The solvent is N1=CC=CC=C1 (pyridine). Conditions: time 8 hour. The product is C(C)(C)(C)OC(=O)N1CC(CC=2C1=NC(=C(N2)C2=CC=C(C=C2)C)C2=CC=C(C=C2)C)OC(C)=O (tert-Butyl-7-acetoxy-2,3-di-p-tolyl-7,8-dihydropyrido[2,3-b]pyrazine-5(6H)-carboxylate). Reaction SMILES: [OH:1][CH:2]1[CH2:25][N:24]([C:26]([O:28][C:29]([CH3:32])([CH3:31])[CH3:30])=[O:27])[C:5]2=[N:6][C:7]([C:17]3[CH:22]=[CH:21][C:20]([CH3:23])=[CH:19][CH:18]=3)=[C:8]([C:10]3[CH:15]=[CH:14][C:13]([CH3:16])=[CH:12][CH:11]=3)[N:9]=[C:4]2[CH2:3]1.[C:33](OC(=O)C)(=[O:35])[CH3:34]>N1C=CC=CC=1>[C:29]([O:28][C:26]([N:24]1[C:5]2=[N:6][C:7]([C:17]3[CH:22]=[CH:21][C:20]([CH3:23])=[CH:19][CH:18]=3)=[C:8]([C:10]3[CH:15]=[CH:14][C:13]([CH3:16])=[CH:12][CH:11]=3)[N:9]=[C:4]2[CH2:3][CH:2]([O:1][C:33](=[O:35])[CH3:34])[CH2:25]1)=[O:27])([CH3:32])([CH3:31])[CH3:30]. Procedure: A solution of tert-butyl 7-hydroxy-2,3-di-p-tolyl-7,8-dihydropyrido[2,3-b]pyrazine-5(6H)-carboxylate (step 4) (500 mg, 1.159 mmol) in pyridine (3 ml) was treated slowly with acetic anhydride (0.219 ml, 2.317 mmol) and the resulting yellow solution was stirred at room temperature overnight. The reaction mixture was evaporated to dryness and purification of the crude material by chromatography on silica eluting with 0-60% EtOAc in iso-hexane afforded the titled compound;